From a dataset of the Open Reaction Database (ORD), a public repository of structured organic reaction records. describe an organic reaction: reactants, conditions, products, and yield The reactants are S1C=CC=2NC=CC(C21)=O (thieno[3,2-b]pyridin-7(4H)-one), [N+](=O)(O)[O-] (nitric acid). The solvent is CCOCC (ether), C(CC)(=O)O (propionic acid). Product: [N+](=O)([O-])C=1C(C2=C(NC1)C=CS2)=O (6-Nitrothieno[3,2-b]pyridin-7(4H)-one). Yield: 78.0%. As a reaction SMILES: [S:1]1[C:9]2[C:8](=[O:10])[CH:7]=[CH:6][NH:5][C:4]=2[CH:3]=[CH:2]1.[N+:11]([O-])([OH:13])=[O:12]>C(O)(=O)CC.CCOCC>[N+:11]([C:7]1[C:8](=[O:10])[C:9]2[S:1][CH:2]=[CH:3][C:4]=2[NH:5][CH:6]=1)([O-:13])=[O:12]. Procedure details: To a solution of 3.1 g of thieno[3,2-b]pyridin-7(4H)-one 13 in 90 ml of propionic acid is added 1.5 ml of fuming nitric acid at 110° C. with stirring and the mixture is refluxed for 1 hour. The cooled mixture is diluted with 50 ml of ether and the resulting crystals are collected by filtration, washed with water and ether-methanol, and dried to give 3.13 g (78%) of Compound 14. Recrystallization from dimethyl sulfoxide-methanol affords colorless crystals melting at 328°-331° C. (dec.). Reactants: ClC=1C=C(C=CC1C#N)C1=NN(C=C1)C[C@H](C)NC(=O)C1=NOC(=C1)CC(C)OC1OCCCC1 (N—((S)-1-(3-(3-chloro-4-cyanophenyl)-1H-pyrazol-1-yl)propan-2-yl)-5-(2-(tetrahydro-2H-pyran-2-yloxy)propyl)isoxazole-3-carboxamide), Cl (hydrogen chloride). Solvent: C(C)O (ethanol), CCO (EtOH). The product is ClC=1C=C(C=CC1C#N)C1=NN(C=C1)C[C@H](C)NC(=O)C1=NOC(=C1)CC(C)O (N—((S)-1-(3-(3-chloro-4-cyanophenyl)-1H-pyrazol-1-yl)propan-2-yl)-5-(2-hydroxypropyl)isoxazole-3-carboxamide). The yield is 51.7%. Reaction SMILES: [Cl:1][C:2]1[CH:3]=[C:4]([C:10]2[CH:14]=[CH:13][N:12]([CH2:15][C@@H:16]([NH:18][C:19]([C:21]3[CH:25]=[C:24]([CH2:26][CH:27]([O:29]C4CCCCO4)[CH3:28])[O:23][N:22]=3)=[O:20])[CH3:17])[N:11]=2)[CH:5]=[CH:6][C:7]=1[C:8]#[N:9].Cl>C(O)C>[Cl:1][C:2]1[CH:3]=[C:4]([C:10]2[CH:14]=[CH:13][N:12]([CH2:15][C@@H:16]([NH:18][C:19]([C:21]3[CH:25]=[C:24]([CH2:26][CH:27]([OH:29])[CH3:28])[O:23][N:22]=3)=[O:20])[CH3:17])[N:11]=2)[CH:5]=[CH:6][C:7]=1[C:8]#[N:9]. Procedure details: N—((S)-1-(3-(3-chloro-4-cyanophenyl)-1H-pyrazol-1-yl)propan-2-yl)-5-(2-(tetrahydro-2H-pyran-2-yloxy)propyl)isoxazole-3-carboxamide (0.1 g, 0.201 mmol), ethanol (2 ml) and hydrogen chloride, 10% in EtOH (0.5 ml, 1.350 mmol) were mixed together and stirred over the weekend at RT. The mixture was evaporated, more ethanol was added and evaporated again. The product was pure enough without further purifications. Yield 51.7%. 1H-NMR (400 MHz; DMSO-d6): δ 1.09 (dd, 3H), 1.15 (d, 3H), 2.82-2.86 (m, 2H),... Reactants: NC=1C(N(C2=CC(=C(C=C2C1C1=C(C=CC=C1)Cl)C)C)C)=O (3-amino-4-(2-chlorophenyl)-1,6,7-tri-methyl-2(1H)-quinolone), ClC1=CC=C(C=C1)N=C=O (4-chlorophenyl isocyanate). The solvent is C1=CC=CC=C1 (benzene). Yields the product ClC1=CC=C(C=C1)NC(=O)NC=1C(N(C2=CC(=C(C=C2C1C1=C(C=CC=C1)Cl)C)C)C)=O (N-(4-chlorophenyl)-N'-[4-(2-chlorophenyl) -1,2-dihydro-1,6,7-trimethyl-2-oxo-3-quinolyl]urea). Isolated yield 80.8%. As a reaction SMILES: [NH2:1][C:2]1[C:3](=[O:22])[N:4]([CH3:21])[C:5]2[C:10]([C:11]=1[C:12]1[CH:17]=[CH:16][CH:15]=[CH:14][C:13]=1[Cl:18])=[CH:9][C:8]([CH3:19])=[C:7]([CH3:20])[CH:6]=2.[Cl:23][C:24]1[CH:29]=[CH:28][C:27]([N:30]=[C:31]=[O:32])=[CH:26][CH:25]=1>C1C=CC=CC=1>[Cl:23][C:24]1[CH:29]=[CH:28][C:27]([NH:30][C:31]([NH:1][C:2]2[C:3](=[O:22])[N:4]([CH3:21])[C:5]3[C:10]([C:11]=2[C:12]2[CH:17]=[CH:16][CH:15]=[CH:14][C:13]=2[Cl:18])=[CH:9][C:8]([CH3:19])=[C:7]([CH3:20])[CH:6]=3)=[O:32])=[CH:26][CH:25]=1. Procedure: A mixture of 3-amino-4-(2-chlorophenyl)-1,6,7-tri-methyl-2(1H)-quinolone (156 mg), 4-chlorophenyl isocyanate (115 mg) and benzene (4 ml) was refluxed for 1.5 hours and then distilled to remove the solvent. The remaining crystals as collected by filtration were washed with isopropyl ether to obtain N-(4-chlorophenyl)-N'-[4-(2-chlorophenyl) -1,2-dihydro-1,6,7-trimethyl-2-oxo-3-quinolyl]urea (188 mg, 80.7%). Recrystallization from acetone - hexane gave colorless needles. mp 207°-209° C. Starting materials: BrC=1C=C(CNC2=C(C=C(C=C2)OCC2=NC3=CC=CC=C3C=C2)[N+](=O)[O-])C=CC1 (N-(3-bromobenzyl)-2-nitro-4-(quinolin-2-ylmethoxy)aniline), CCN(C(C)C)C(C)C (DIPEA). The reagents and catalysts are [Pt] (platinum on carbon). Run in C1CCOC1 (THF). Reaction conditions: time 23 hour. The product is BrC=1C=C(CNC=2C(=CC(=CC2)OCC2=NC3=CC=CC=C3C=C2)N)C=CC1 (N1-(3-bromobenzyl)-4-(quinolin-2-ylmethoxy)benzene-1,2-diamine). The yield is 58.4%. RXN SMILES: [Br:1][C:2]1[CH:3]=[C:4]([CH:28]=[CH:29][CH:30]=1)[CH2:5][NH:6][C:7]1[CH:12]=[CH:11][C:10]([O:13][CH2:14][C:15]2[CH:24]=[CH:23][C:22]3[C:17](=[CH:18][CH:19]=[CH:20][CH:21]=3)[N:16]=2)=[CH:9][C:8]=1[N+:25]([O-])=O.CCN(C(C)C)C(C)C>C1COCC1.[Pt]>[Br:1][C:2]1[CH:3]=[C:4]([CH:28]=[CH:29][CH:30]=1)[CH2:5][NH:6][C:7]1[C:8]([NH2:25])=[CH:9][C:10]([O:13][CH2:14][C:15]2[CH:24]=[CH:23][C:22]3[C:17](=[CH:18][CH:19]=[CH:20][CH:21]=3)[N:16]=2)=[CH:11][CH:12]=1. Procedure details: To a solution of N-(3-bromobenzyl)-2-nitro-4-(quinolin-2-ylmethoxy)aniline (5.9 g, 13 mmol) in THF (200 mL) was added DIPEA (1.1 mL, 6.4 mmol) followed by 5% platinum on carbon (0.4 g, 1.9 mmol). The reaction vessel was evacuated and placed under 1 atmosphere of H2 atmosphere for 23 h. The mixture was then flushed with N2 and filtered through a pad of Celite. The Celite was then rinsed with additional THF and the filtrate was concentrated to dryness. The resulting residue was purified using FCC ... The reactants are COC(C1=CC(=C(C=C1)N)C)=O (4-amino-3-methyl-benzoic acid methyl ester), BrC=1C=C(C=O)C=CC1 (3-bromobenzaldehyde), C=C(C)C (isobutene), FC(S(=O)(=O)[O-])(F)F.[Yb+3].FC(S(=O)(=O)[O-])(F)F.FC(S(=O)(=O)[O-])(F)F (ytterbium(III) trifluoromethanesulfonate), C(C)#N (acetonitrile). The solvent is C(C)(=O)OCC (ethyl acetate). Run at temperature 90 celsius, time 20 hour. Product: COC(=O)C=1C=C2C(CC(NC2=C(C1)C)C1=CC(=CC=C1)Br)(C)C (2-(3-bromo-phenyl)-4,4,8-trimethyl-1,2,3,4-tetrahydro-quinoline-6-carboxylic acid methyl ester). Yield: 30.0%. Reaction SMILES: [CH3:1][O:2][C:3](=[O:12])[C:4]1[CH:9]=[CH:8][C:7](N)=[C:6]([CH3:11])[CH:5]=1.[Br:13][C:14]1[CH:15]=[C:16]([CH:19]=[CH:20][CH:21]=1)C=O.[CH2:22]=[C:23](C)[CH3:24].FC(F)(F)S([O-])(=O)=O.[Yb+3].FC(F)(F)S([O-])(=O)=O.FC(F)(F)S([O-])(=O)=O.[C:51](#[N:53])[CH3:52]>C(OCC)(=O)C>[CH3:1][O:2][C:3]([C:4]1[CH:9]=[C:8]2[C:7](=[C:6]([CH3:11])[CH:5]=1)[NH:53][CH:51]([C:16]1[CH:19]=[CH:20][CH:21]=[C:14]([Br:13])[CH:15]=1)[CH2:52][C:23]2([CH3:24])[CH3:22])=[O:12] |f:3.4.5.6|. Reported procedure: To a stirred solution of 4-amino-3-methyl-benzoic acid methyl ester (11.55 g, 70 mmol) and 3-bromobenzaldehyde (8.2 mL, 70 mmol) in acetonitrile (150 mL) were added isobutene (17 mL, 242 mmol) and ytterbium(III) trifluoromethanesulfonate (Yb(OTf)3) (5.2 g, 8.4 mmol). The resulting mixture was stirred at 90° C. for 20 h in sealed tube. The mixture was diluted with ethyl acetate (300 mL) and washed with water (100 mL×2) and brine (100 mL×2) and then dried over anhydrous sodium sulfate. The solvent... Starting materials: CCO, CCOC(C)=O, O=C(c1ccc([N+](=O)[O-])cc1)N1Cc2cccn2Cc2ccsc21. Product: Nc1ccc(C(=O)N2Cc3cccn3Cc3ccsc32)cc1. Reaction SMILES: [CH2:31]([OH:32])[CH3:33].[CH3:25][CH2:26][O:27][C:28](=[O:29])[CH3:30].[N+:1]([O-:2])(=[O:3])[c:4]1[cH:5][cH:6][c:7]([C:8](=[O:9])[N:10]2[CH2:11][c:12]3[n:13]([cH:20][cH:21][cH:22]3)[CH2:14][c:15]3[c:16]2[s:17][cH:18][cH:19]3)[cH:23][cH:24]1>>[NH2:1][c:4]1[cH:5][cH:6][c:7]([C:8](=[O:9])[N:10]2[CH2:11][c:12]3[n:13]([cH:20][cH:21][cH:22]3)[CH2:14][c:15]3[c:16]2[s:17][cH:18][cH:19]3)[cH:23][cH:24]1. Starting materials: CC=1C=C(C=CC1[N+](=O)[O-])O (3-Methyl-4-nitrophenol), Cl (HCl), [Br-].[Br-].[Br-].C(C1=CC=CC=C1)[N+](C)(C)C.C(C1=CC=CC=C1)[N+](C)(C)C.C(C1=CC=CC=C1)[N+](C)(C)C (benzyltrimethylammoniumtribromide), C(=O)([O-])[O-].[Ca+2] (CaCO3). Solvent: C(Cl)Cl (CH2Cl2), CO (methanol). Run at temperature 4 celsius, time 30 minute. Product: BrC1=C(C(=CC(=C1C)[N+](=O)[O-])Br)O (2,6-dibromo-3-methyl-4-nitrophenol). The yield is 92.4%. Reaction SMILES: [CH3:1][C:2]1[CH:3]=[C:4]([OH:11])[CH:5]=[CH:6][C:7]=1[N+:8]([O-:10])=[O:9].[Br-:12].[Br-:13].[Br-].C([N+](C)(C)C)C1C=CC=CC=1.C([N+](C)(C)C)C1C=CC=CC=1.C([N+](C)(C)C)C1C=CC=CC=1.C([O-])([O-])=O.[Ca+2].Cl>C(Cl)Cl.CO>[Br:12][C:3]1[C:2]([CH3:1])=[C:7]([N+:8]([O-:10])=[O:9])[CH:6]=[C:5]([Br:13])[C:4]=1[OH:11] |f:1.2.3.4.5.6,7.8|. Procedure details: 3-Methyl-4-nitrophenol (1.50 g, 9.75 mmol) was dissolved in a mixture of CH2Cl2 (30 mL) and methanol (30 mL) and cooled to 4° C. While stirring, benzyltrimethylammoniumtribromide (7.6 g, 19.5 mmol) and CaCO3 (1.95 g, 19.5 mmol) was added and the reaction was allowed to warm to room temperature. After 30 minutes, 1N HCl (45 mL) was added and reaction mixture left for 16 hours at 4° C. The organic phase was removed in vacuo and the resulting precipitate was collected by filtration and washed by wa... Starting materials: [I-].BrC1=C2C=C(N(C2=CC=C1)CC1=CC(=CC=C1)C#N)C(=O)NCC1=CC=C(C=C1)[N+](C)(C)C ([4-({[4-bromo-1-(3-cyano-benzyl)-1H-indole-2-carbonyl]-amino}-methyl)-phenyl]-trimethyl-ammonium iodide), Cl (hydrogen chloride), N (ammonia), C(C)O (ethanol). Yields the product C(C)(=O)O.C(C)(=O)[O-].C(N)(=N)C=1C=C(CN2C(=CC3=C(C=CC=C23)Br)C(=O)NCC2=CC=C(C=C2)[N+](C)(C)C)C=CC1 ([4-({[1-(3-Amidino-benzyl)-4-bromo-1H-indole-2-carbonyl]-amino}-methyl)-phenyl]-trimethyl-ammonium acetate acetic acid salt). Reaction SMILES: [I-].[Br:2][C:3]1[CH:11]=[CH:10][CH:9]=[C:8]2[C:4]=1[CH:5]=[C:6]([C:21]([NH:23][CH2:24][C:25]1[CH:30]=[CH:29][C:28]([N+:31]([CH3:34])([CH3:33])[CH3:32])=[CH:27][CH:26]=1)=[O:22])[N:7]2[CH2:12][C:13]1[CH:18]=[CH:17][CH:16]=[C:15]([C:19]#[N:20])[CH:14]=1.Cl.[NH3:36].[CH2:37]([OH:39])[CH3:38]>>[C:21]([OH:22])(=[O:39])[CH3:6].[C:37]([O-:22])(=[O:39])[CH3:38].[C:19]([C:15]1[CH:14]=[C:13]([CH:18]=[CH:17][CH:16]=1)[CH2:12][N:7]1[C:8]2[C:4](=[C:3]([Br:2])[CH:11]=[CH:10][CH:9]=2)[CH:5]=[C:6]1[C:21]([NH:23][CH2:24][C:25]1[CH:30]=[CH:29][C:28]([N+:31]([CH3:34])([CH3:33])[CH3:32])=[CH:27][CH:26]=1)=[O:22])(=[NH:36])[NH2:20] |f:0.1,5.6.7|. Procedure: This compound was prepared from [4-({[4-bromo-1-(3-cyano-benzyl)-1H-indole-2-carbonyl]-amino}-methyl)-phenyl]-trimethyl-ammonium iodide (200 mg, 0.32 mmol), ethanol (13 ml), hydrogen chloride, and liquid ammonia analogously to example 19/3. Purification by reversed phase chromatography on RP18 material with water/ethanol/trifluoroacetic acid 1:1:0.1 gave 249 mg of the desired product as trifluoroacetic acid salt. This compound was converted into the acetic acid salt by ion exchanger chromatograp...